Dataset: the Open Reaction Database (ORD), a public repository of structured organic reaction records. Task: describe an organic reaction: reactants, conditions, products, and yield Starting materials: O(C1=CC=CC=C1)C1=CC=C(C(=O)C=CC(=O)OC)C=C1 (methyl 3-(4-phenoxybenzoyl)acrylate), C(C)(=S)O (thioacetic acid). Solvent: C(C)OCC (diethyl ether). Reaction conditions: time 3 hour. Product: C(C)(=O)SC(C(=O)OC)CC(C1=CC=C(C=C1)OC1=CC=CC=C1)=O (methyl 2-acetylthio-3-(4-phenoxybenzoyl)-propionate). As a reaction SMILES: [O:1]([C:8]1[CH:21]=[CH:20][C:11]([C:12]([CH:14]=[CH:15][C:16]([O:18][CH3:19])=[O:17])=[O:13])=[CH:10][CH:9]=1)[C:2]1[CH:7]=[CH:6][CH:5]=[CH:4][CH:3]=1.[C:22]([OH:25])(=[S:24])[CH3:23]>C(OCC)C>[C:22]([S:24][CH:15]([CH2:14][C:12](=[O:13])[C:11]1[CH:20]=[CH:21][C:8]([O:1][C:2]2[CH:3]=[CH:4][CH:5]=[CH:6][CH:7]=2)=[CH:9][CH:10]=1)[C:16]([O:18][CH3:19])=[O:17])(=[O:25])[CH3:23]. Procedure details: 2.82 g of methyl 3-(4-phenoxybenzoyl)acrylate were dissolved in 30 ml of diethyl ether, then 1.5 ml of thioacetic acid were added. The mixture was stirred for 3 hours. The reaction mixture was washed, in turn, with water, a saturated aqueous solution of sodium hydrogencarbonate and water and then dried over magnesium sulfate. The diethyl ether was removed by distillation under reduced pressure. The residue was purified first by silica gel column chromatography, eluted with a mixture of hexane an... Reactants: CO, O=C(CCCCC=C(CNCCN1CCOCC1)COc1cccc2ccccc12)NOC1CCCCO1, O=C(O)C(F)(F)F. Product: O=C(CCCCC=C(CNCCN1CCOCC1)COc1cccc2ccccc12)NO. RXN SMILES: [CH3:46][OH:47].[O:1]1[CH2:2][CH2:3][N:4]([CH2:7][CH2:8][NH:9][CH2:10][C:11](=[CH:12][CH2:13][CH2:14][CH2:15][CH2:16][C:17](=[O:18])[NH:19][O:20][CH:21]2[CH2:22][CH2:23][CH2:24][CH2:25][O:26]2)[CH2:27][O:28][c:29]2[cH:30][cH:31][cH:32][c:33]3[cH:34][cH:35][cH:36][cH:37][c:38]23)[CH2:5][CH2:6]1.[OH:39][C:40]([C:41]([F:42])([F:43])[F:44])=[O:45]>>[O:1]1[CH2:2][CH2:3][N:4]([CH2:7][CH2:8][NH:9][CH2:10][C:11](=[CH:12][CH2:13][CH2:14][CH2:15][CH2:16][C:17](=[O:18])[NH:19][OH:20])[CH2:27][O:28][c:29]2[cH:30][cH:31][cH:32][c:33]3[cH:34][cH:35][cH:36][cH:37][c:38]23)[CH2:5][CH2:6]1. Reactants: CCOC(=O)COc1ccc(Nc2cc(Nc3cccc(C)c3)ncn2)cc1, CCO, OCCNCCO. Reaction SMILES: [CH2:1]([O:2][C:4](=[O:5])[CH2:6][O:7][c:8]1[cH:9][cH:10][c:11]([NH:12][c:13]2[n:14][cH:15][n:16][c:17]([NH:19][c:20]3[cH:21][c:22]([CH3:26])[cH:23][cH:24][cH:25]3)[cH:18]2)[cH:27][cH:28]1)[CH3:3].[CH3:36][CH2:37][OH:38].[OH:29][CH2:30][CH2:31][NH:32][CH2:33][CH2:34][OH:35]>>[C:4](=[O:5])([CH2:6][O:7][c:8]1[cH:9][cH:10][c:11]([NH:12][c:13]2[n:14][cH:15][n:16][c:17]([NH:19][c:20]3[cH:21][c:22]([CH3:26])[cH:23][cH:24][cH:25]3)[cH:18]2)[cH:27][cH:28]1)[N:32]([CH2:31][CH2:30][OH:29])[CH2:33][CH2:34][OH:35]. Product: Cc1cccc(Nc2cc(Nc3ccc(OCC(=O)N(CCO)CCO)cc3)ncn2)c1. Starting materials: CCCCCCCBr, NC(=O)c1ccc(Oc2ccc3c(c2)CCCNC3)nc1, CCOC(C)=O, [K+], [K+], O=C([O-])[O-], CN(C)C=O. Product: CCCCCCCN1CCCc2cc(Oc3ccc(C(N)=O)cn3)ccc2C1. As a reaction SMILES: [Br:28][CH2:29][CH2:30][CH2:31][CH2:32][CH2:33][CH2:34][CH3:35].[CH2:1]1[NH:2][CH2:3][CH2:4][CH2:5][c:6]2[c:7]1[cH:8][cH:9][c:10]([O:12][c:13]1[n:14][cH:15][c:16]([C:17](=[O:18])[NH2:19])[cH:20][cH:21]1)[cH:11]2.[CH3:36][CH2:37][O:38][C:39](=[O:40])[CH3:41].[K+:22].[K+:23].[O-:24][C:25]([O-:26])=[O:27].[O:42]=[CH:43][N:44]([CH3:45])[CH3:46]>>[CH2:1]1[N:2]([CH2:29][CH2:30][CH2:31][CH2:32][CH2:33][CH2:34][CH3:35])[CH2:3][CH2:4][CH2:5][c:6]2[c:7]1[cH:8][cH:9][c:10]([O:12][c:13]1[n:14][cH:15][c:16]([C:17](=[O:18])[NH2:19])[cH:20][cH:21]1)[cH:11]2. The reactants are [N+](=O)(O)[O-] (nitric acid), FC(OC1=CC=C(C(=O)O)C=C1)(F)F (4-trifluoromethoxybenzoic acid), O (water). Solvent: S(O)(O)(=O)=O (sulfuric acid). Yields the product [N+](=O)([O-])C=1C=C(C(=O)O)C=CC1OC(F)(F)F (3-Nitro-4-trifluoromethoxybenzoic Acid). RXN SMILES: [F:1][C:2]([F:14])([F:13])[O:3][C:4]1[CH:12]=[CH:11][C:7]([C:8]([OH:10])=[O:9])=[CH:6][CH:5]=1.[N+:15]([O-])([OH:17])=[O:16].O>S(=O)(=O)(O)O>[N+:15]([C:5]1[CH:6]=[C:7]([CH:11]=[CH:12][C:4]=1[O:3][C:2]([F:13])([F:14])[F:1])[C:8]([OH:10])=[O:9])([O-:17])=[O:16]. Procedure details: A suspension of 4-trifluoromethoxybenzoic acid (TCI, Portland, Oreg.) (1.0 g, 4.9 mmol) in concentrated sulfuric acid (3 mL) was stirred under an inert atmosphere at room temperature until a solution was obtained. Fuming nitric acid (1 mL) was added dropwise. After 20 hours the mixture was poured into water (100 mL) and stirred. After an hour the precipitate was filtered off, rinsed with water and dried to afford the product (0.8 g); m.p. 137-139° C. Starting materials: ClC1=CC=CC2=C1C(N1[C@H](C=3N2C=NC3C3=NOC(=N3)CCl)CC1)=O ((S)-8-chloro-1-(5-chloromethyl-1,2,4-oxadiazol-3-yl)-12,12a-dihydro-9H,11H-azeto[2,1-c]imidazo[1,5-a]-[1,4]benzodiazepin-9-one), C(CCC)NCCCC (dibutylamine). Solvent: CN(C=O)C (N,N-dimethylformamide). Product: ClC1=CC=CC2=C1C(N1[C@H](C=3N2C=NC3C3=NOC(=N3)CN(CCCC)CCCC)CC1)=O ((S)-8-chloro-1-(5-dibutylaminomethyl-1,2,4-oxadiazol-3-yl)-12,12a-dihydro-9H,11H-azeto[2,1-c]imidazo[1,5-a][1,4]-benzodiazepin-9-one). Isolated yield 91.7%. As a reaction SMILES: [Cl:1][C:2]1[C:7]2[C:8](=[O:25])[N:9]3[CH2:24][CH2:23][C@H:10]3[C:11]3[N:12]([CH:13]=[N:14][C:15]=3[C:16]3[N:20]=[C:19]([CH2:21]Cl)[O:18][N:17]=3)[C:6]=2[CH:5]=[CH:4][CH:3]=1.[CH2:26]([NH:30][CH2:31][CH2:32][CH2:33][CH3:34])[CH2:27][CH2:28][CH3:29]>CN(C)C=O>[Cl:1][C:2]1[C:7]2[C:8](=[O:25])[N:9]3[CH2:24][CH2:23][C@H:10]3[C:11]3[N:12]([CH:13]=[N:14][C:15]=3[C:16]3[N:20]=[C:19]([CH2:21][N:30]([CH2:31][CH2:32][CH2:33][CH3:34])[CH2:26][CH2:27][CH2:28][CH3:29])[O:18][N:17]=3)[C:6]=2[CH:5]=[CH:4][CH:3]=1. Procedure: 3.76 g (10 mmol) of (S)-8-chloro-1-(5-chloromethyl-1,2,4-oxadiazol-3-yl)-12,12a-dihydro-9H,11H-azeto[2,1-c]imidazo[1,5-a]-[1,4]benzodiazepin-9-one were stirred at room temperature overnight with 5 g (39 mmol) of dibutylamine and 25 ml of N,N-dimethylformamide. By evaporation of the reaction mixture and chromatography of the residue on silica gel while eluting with ethyl acetate there were obtained 4.3 g (92%) of (S)-8-chloro-1-(5-dibutylaminomethyl-1,2,4-oxadiazol-3-yl)-12,12a-dihydro-9H,11H-aze... Yields the product N1=CC(=CC=C1)S1SCC(C1)C(=O)OC (methyl 2-(3-pyridinyl)-4-dithiolanecarboxylate). Procedure details: According to the foregoing reaction Scheme 2, 2,3-dibromopropionic acid (8) is treated with sodium bisulfide (NaSH) followed by esterification with HCl in methanol to give methyl 2,3-dimercaptopropenoate (9). This dithiol (9) is condensed with 3-pyridine carboxaldehyde in the presence of an acid catalyst, preferably p-toluenesulfonic acid, to afford methyl 2-(3-pyridinyl)-4-dithiolanecarboxylate (10). The dithiolane ester is hydrolyzed to the corresponding acid (11) by treatment with aqueous bas... The reactants are SC(C(=O)OC)=CS (methyl 2,3-dimercaptopropenoate), N1=CC(=CC=C1)C=O (3-pyridine carboxaldehyde), C1(=CC=C(C=C1)S(=O)(=O)O)C (p-toluenesulfonic acid). Reaction SMILES: S[C:2](=[CH:7][SH:8])[C:3]([O:5][CH3:6])=[O:4].[N:9]1[CH:14]=[CH:13][CH:12]=[C:11](C=O)[CH:10]=1.C1(C)C=C[C:20]([S:23](O)(=O)=O)=CC=1>>[N:9]1[CH:14]=[CH:13][CH:12]=[C:11]([SH:23]2[CH2:20][CH:2]([C:3]([O:5][CH3:6])=[O:4])[CH2:7][S:8]2)[CH:10]=1. The reactants are O=C([O-])[O-], CCCOC1CCNCC1, CC#N, O=C1CCc2ccccc2N1CCCCl, [I-], [K+], [K+], [Na+]. The product is CCCOC1CCN(CCCN2C(=O)CCc3ccccc32)CC1. As a reaction SMILES: [C:26](=[O:27])([O-:28])[O-:29].[CH2:16]([CH2:17][CH3:18])[O:19][CH:20]1[CH2:21][CH2:22][NH:23][CH2:24][CH2:25]1.[CH3:34][C:35]#[N:36].[Cl:1][CH2:2][CH2:3][CH2:4][N:5]1[C:6](=[O:15])[CH2:7][CH2:8][c:9]2[cH:10][cH:11][cH:12][cH:13][c:14]21.[I-:33].[K+:30].[K+:31].[Na+:32]>>[CH2:2]([CH2:3][CH2:4][N:5]1[C:6](=[O:15])[CH2:7][CH2:8][c:9]2[cH:10][cH:11][cH:12][cH:13][c:14]21)[N:23]1[CH2:22][CH2:21][CH:20]([O:19][CH2:16][CH2:17][CH3:18])[CH2:25][CH2:24]1. Reactants: CCOC(=O)C(=NOC(C)C)c1csc(NC(c2ccccc2)(c2ccccc2)c2ccccc2)n1, Cl, [Na+], C1COCCO1, [OH-]. Yields the product CC(C)ON=C(C(=O)O)c1csc(NC(c2ccccc2)(c2ccccc2)c2ccccc2)n1. As a reaction SMILES: [C:1]([c:2]1[cH:3][cH:4][cH:5][cH:6][cH:7]1)([c:8]1[cH:9][cH:10][cH:11][cH:12][cH:13]1)([c:14]1[cH:15][cH:16][cH:17][cH:18][cH:19]1)[NH:20][c:21]1[s:22][cH:23][c:24]([C:26]([C:27](=[O:28])[O:29][CH2:30][CH3:31])=[N:32][O:33][CH:34]([CH3:35])[CH3:36])[n:25]1.[ClH:39].[Na+:38].[O:40]1[CH2:41][CH2:42][O:43][CH2:44][CH2:45]1.[OH-:37]>>[C:1]([c:2]1[cH:3][cH:4][cH:5][cH:6][cH:7]1)([c:8]1[cH:9][cH:10][cH:11][cH:12][cH:13]1)([c:14]1[cH:15][cH:16][cH:17][cH:18][cH:19]1)[NH:20][c:21]1[s:22][cH:23][c:24]([C:26]([C:27](=[O:28])[OH:29])=[N:32][O:33][CH:34]([CH3:35])[CH3:36])[n:25]1.